describe an organic reaction: reactants, conditions, products, and yield From a dataset of the Open Reaction Database (ORD), a public repository of structured organic reaction records. Reactants: [N+](=O)([O-])C1=CC=C(C=O)C=C1 (p-nitrobenzaldehyde), COCCCN (3-methoxypropylamine), C=O (formalin), triacetoxy sodium boron hydride, triacetoxy sodium boron hydride, O (water). Run in ClCCCl (1,2-dichloroethane). Reaction conditions: time 3 hour. The product is COCCCN(C)CC1=CC=C(C=C1)[N+](=O)[O-] (N-(3-methoxypropyl)-N-methyl-4-nitrobenzylamine). As a reaction SMILES: [N+:1]([C:4]1[CH:11]=[CH:10][C:7]([CH:8]=O)=[CH:6][CH:5]=1)([O-:3])=[O:2].[CH3:12][O:13][CH2:14][CH2:15][CH2:16][NH2:17].[CH2:18]=O.O>ClCCCl>[CH3:12][O:13][CH2:14][CH2:15][CH2:16][N:17]([CH2:8][C:7]1[CH:10]=[CH:11][C:4]([N+:1]([O-:3])=[O:2])=[CH:5][CH:6]=1)[CH3:18]. Procedure: In 1,2-dichloroethane (50 ml) were dissolved p-nitrobenzaldehyde (5 g) and 3-methoxypropylamine (3.1 g), and to the mixture was added, under ice-cooling, triacetoxy sodium boron hydride (9.8 g). Under nitrogen atmosphere, the mixture was stirred at room temperature for 3 hours, and to the mixture were added, under ice-cooling, 37% formalin (3 ml) and triacetoxy sodium boron hydride (9.8 g). Under nitrogen atmosphere, the mixture was stirred at room temperature for 3 hours, and to the mixture was... Starting materials: C(C1=CC=CC=C1)N1CC(CC1)CC1=CNC2=CC=C(C=C12)C#N (3-[(1-Benzylpyrrolidin-3-yl)methyl]-5-cyanoindole), ClC(=O)OCC (ethyl chloroformate). Run in C1(=CC=CC=C1)C (toluene). Product: C(C)OC(=O)N1CC(CC1)CC1=CNC2=CC=C(C=C12)C#N (3-[(1-Ethoxycarbonylpyrrolidin-3-yl)methyl]-5-cyanoindole). The yield is 79.0%. As a reaction SMILES: C([N:8]1[CH2:12][CH2:11][CH:10]([CH2:13][C:14]2[C:22]3[C:17](=[CH:18][CH:19]=[C:20]([C:23]#[N:24])[CH:21]=3)[NH:16][CH:15]=2)[CH2:9]1)C1C=CC=CC=1.Cl[C:26]([O:28][CH2:29][CH3:30])=[O:27]>C1(C)C=CC=CC=1>[CH2:29]([O:28][C:26]([N:8]1[CH2:12][CH2:11][CH:10]([CH2:13][C:14]2[C:22]3[C:17](=[CH:18][CH:19]=[C:20]([C:23]#[N:24])[CH:21]=3)[NH:16][CH:15]=2)[CH2:9]1)=[O:27])[CH3:30]. Procedure: A mixture containing 41 mmol of the compound of Example 14 and 209 mmol of ethyl chloroformate in 400 ml of toluene is brought to reflux for two hours. After evaporation of the solvent, the expected product is obtained by purification of the residue by chromatography on a silica column, using a dichloromethane/methanol/aqueous ammonia (98/2/0.2) mixture as solvent. Starting materials: Cc1cc(Br)cnc1CCCCN, COc1cccc(Cc2cnc(SC)[nH]c2=O)c1, c1ccncc1. Product: COc1cccc(Cc2cnc(NCCCCc3ncc(Br)cc3C)[nH]c2=O)c1. As a reaction SMILES: [Br:1][c:2]1[cH:3][c:4]([CH3:13])[c:5]([CH2:8][CH2:9][CH2:10][CH2:11][NH2:12])[n:6][cH:7]1.[CH3:14][O:15][c:16]1[cH:17][c:18]([CH2:19][c:20]2[c:21](=[O:28])[nH:22][c:23]([S:26][CH3:27])[n:24][cH:25]2)[cH:29][cH:30][cH:31]1.[cH:32]1[cH:33][cH:34][n:35][cH:36][cH:37]1>>[Br:1][c:2]1[cH:3][c:4]([CH3:13])[c:5]([CH2:8][CH2:9][CH2:10][CH2:11][NH:12][c:23]2[nH:22][c:21](=[O:28])[c:20]([CH2:19][c:18]3[cH:17][c:16]([O:15][CH3:14])[cH:31][cH:30][cH:29]3)[cH:25][n:24]2)[n:6][cH:7]1. The reactants are O=C([O-])[O-], CCOC(C)=O, CN(C)CCCl, Cl, [K+], [K+], O, O=C1COc2cc(S(=O)(=O)c3ccccc3)ccc2N1. Product: CN(C)CCN1C(=O)COc2cc(S(=O)(=O)c3ccccc3)ccc21. As a reaction SMILES: [C:28](=[O:29])([O-:30])[O-:31].[CH3:35][CH2:36][O:37][C:38](=[O:39])[CH3:40].[Cl:22][CH2:23][CH2:24][N:25]([CH3:26])[CH3:27].[ClH:21].[K+:32].[K+:33].[OH2:34].[c:1]1([S:7](=[O:8])(=[O:9])[c:10]2[cH:11][c:12]3[c:13]([cH:19][cH:20]2)[NH:14][C:15](=[O:18])[CH2:16][O:17]3)[cH:2][cH:3][cH:4][cH:5][cH:6]1>>[c:1]1([S:7](=[O:8])(=[O:9])[c:10]2[cH:11][c:12]3[c:13]([cH:19][cH:20]2)[N:14]([CH2:23][CH2:24][N:25]([CH3:26])[CH3:27])[C:15](=[O:18])[CH2:16][O:17]3)[cH:2][cH:3][cH:4][cH:5][cH:6]1. Starting materials: C(C1=CC=CC=C1)OC1=CC(=C2C(N(C=NC2=C1)COC(C(C)(C)C)=O)=O)OC[C@@H]1N(CCC1)C(=O)OC(C)(C)C (tert-butyl (2R)-2-{[(7-(benzyloxy)-3-{[(2,2-dimethylpropanoyl)oxy]-methyl}4-oxo-3,4-dihydroquinazolin-5-yl)oxy]methyl}pyrrolidine-1-carboxylate). Solvent: N (ammonia), CO (methanol), C(Cl)Cl (DCM). Run at time 16 hour. Yields the product C(C1=CC=CC=C1)OC1=CC(=C2C(NC=NC2=C1)=O)OC[C@@H]1N(CCC1)C(=O)OC(C)(C)C (tert-butyl (2R)-2-({[7-(benzyloxy)-4-oxo-3,4-dihydroquinazolin-5-yl]oxy}methyl)pyrrolidine-1-carboxylate). Reaction SMILES: [CH2:1]([O:8][C:9]1[CH:18]=[C:17]2[C:12]([C:13](=[O:27])[N:14](COC(=O)C(C)(C)C)[CH:15]=[N:16]2)=[C:11]([O:28][CH2:29][C@H:30]2[CH2:34][CH2:33][CH2:32][N:31]2[C:35]([O:37][C:38]([CH3:41])([CH3:40])[CH3:39])=[O:36])[CH:10]=1)[C:2]1[CH:7]=[CH:6][CH:5]=[CH:4][CH:3]=1>N.CO.C(Cl)Cl>[CH2:1]([O:8][C:9]1[CH:18]=[C:17]2[C:12]([C:13](=[O:27])[NH:14][CH:15]=[N:16]2)=[C:11]([O:28][CH2:29][C@H:30]2[CH2:34][CH2:33][CH2:32][N:31]2[C:35]([O:37][C:38]([CH3:41])([CH3:40])[CH3:39])=[O:36])[CH:10]=1)[C:2]1[CH:3]=[CH:4][CH:5]=[CH:6][CH:7]=1. Procedure: The crude tert-butyl (2R)-2-{[(7-(benzyloxy)-3-{[(2,2-dimethylpropanoyl)oxy]-methyl}4-oxo-3,4-dihydroquinazolin-5-yl)oxy]methyl}pyrrolidine-1-carboxylate (assumed 18 g) was dissolved in 7N ammonia in methanol and stirred at room temperature for 16 hours. The reaction mixture was concentrated in vacuo and purified by column chromatography using 0-10% methanol in DCM as eluent to give a mixture of two products. The mixture was dissolved in DCM, washed with 20% aqueous sodium hydroxide solution (2×...